This data is from the Open Reaction Database (ORD), a public repository of structured organic reaction records. The task is: describe an organic reaction: reactants, conditions, products, and yield Reactants: O=C(CCCCC(=O)O)C (6-Oxo-heptanoic acid), S(=O)(Cl)Cl (thionyl chloride). Reagents/catalysts: CN(C=O)C (dimethylformamide). Run in C1=CC=CC=C1 (benzene). The product is O=C(CCCCC(=O)Cl)C (6-Oxo-heptanoyl chloride). RXN SMILES: [O:1]=[C:2]([CH3:10])[CH2:3][CH2:4][CH2:5][CH2:6][C:7](O)=[O:8].S(Cl)([Cl:13])=O>CN(C)C=O.C1C=CC=CC=1>[O:1]=[C:2]([CH3:10])[CH2:3][CH2:4][CH2:5][CH2:6][C:7]([Cl:13])=[O:8]. Procedure: 6-Oxo-heptanoic acid (20.1g; 0.14 mole), thionyl chloride (18.3g; 11.2 ml; 0.154 mole) and dry benzene (300 ml) together with dimethylformamide (three drops) were stirred at room temperature for 22 hours. The halogenating reagent and benzene were removed on the rotary evaporator. A further 100 ml of benzene was added and the solution was again evaporated under reduced pressure (to remove last traces of thionyl chloride). The quantitatively formed liquid acid chloride was used directly in step (b...